From a dataset of the Open Reaction Database (ORD), a public repository of structured organic reaction records. describe an organic reaction: reactants, conditions, products, and yield Reactants: ClC1=CC=C(C=C1)C=1C=C(C=NC1OCC(F)(F)F)N (5-(4-chloro-phenyl)-6-(2,2, 2-trifluoro-ethoxy)-pyridin-3-ylamine), S1C(=NC=C1)C(=O)O (2-thiazolecarboxylic acid). The product is ClC1=CC=C(C=C1)C=1C=C(C=NC1OCC(F)(F)F)NC(=O)C=1SC=CN1 (2-thiazolecarboxylic acid[5-(4-chloro-phenyl)-6-(2,2,2-trifluoro-ethoxy)-pyridin-3-yl]-amide). Reaction SMILES: [Cl:1][C:2]1[CH:7]=[CH:6][C:5]([C:8]2[CH:9]=[C:10]([NH2:20])[CH:11]=[N:12][C:13]=2[O:14][CH2:15][C:16]([F:19])([F:18])[F:17])=[CH:4][CH:3]=1.[S:21]1[CH:25]=[CH:24][N:23]=[C:22]1[C:26](O)=[O:27]>>[Cl:1][C:2]1[CH:3]=[CH:4][C:5]([C:8]2[CH:9]=[C:10]([NH:20][C:26]([C:22]3[S:21][CH:25]=[CH:24][N:23]=3)=[O:27])[CH:11]=[N:12][C:13]=2[O:14][CH2:15][C:16]([F:17])([F:18])[F:19])=[CH:6][CH:7]=1. Procedure details: The title compound was synthesized in analogy to Example 1, using 5-(4-chloro-phenyl)-6-(2,2, 2-trifluoro-ethoxy)-pyridin-3-ylamine and 2-thiazolecarboxylic acid as starting materials, MS (LC/MS): 414.0 (M+H). Reactants: CCCC[N+](CCCC)(CCCC)CCCC, CC(=O)O, [F-], C1CCOC1, CN(C)C=O, O, O, CC(C)(C)C(=O)Nc1nc(O)c2c(C#C[Si](C)(C)C)c[nH]c2n1. Product: C#Cc1c[nH]c2nc(NC(=O)C(C)(C)C)nc(O)c12. RXN SMILES: [CH2:31]([N+:32]([CH2:33][CH2:34][CH2:35][CH3:36])([CH2:37][CH2:38][CH2:39][CH3:40])[CH2:41][CH2:42][CH2:43][CH3:44])[CH2:45][CH2:46][CH3:47].[CH3:48][C:49](=[O:50])[OH:51].[F-:30].[O:24]1[CH2:25][CH2:26][CH2:27][CH2:28]1.[O:52]=[CH:53][N:54]([CH3:55])[CH3:56].[OH2:29].[OH2:57].[OH:1][c:2]1[c:3]2[c:4]([n:5][c:6]([NH:8][C:9]([C:10]([CH3:11])([CH3:12])[CH3:13])=[O:14])[n:7]1)[nH:15][cH:16][c:17]2[C:18]#[C:19][Si:20]([CH3:21])([CH3:22])[CH3:23]>>[OH:1][c:2]1[c:3]2[c:4]([n:5][c:6]([NH:8][C:9]([C:10]([CH3:11])([CH3:12])[CH3:13])=[O:14])[n:7]1)[nH:15][cH:16][c:17]2[C:18]#[CH:19]. Starting materials: Cl (hydrochloride), ClC1=C(C=C(C(=C1)Cl)I)OC (2,4-dichloro-5-iodo-1-methoxybenzene), C(=O)[O-].[Na+] (sodium formate), dichlorobis(triphenylphosphine) palladium. Solvent: CN(C=O)C (N,N-dimethylformamide). The product is ClC1=C(C=O)C=C(C(=C1)Cl)OC (2,4-dichloro-5-methoxybenzaldehyde). The yield is 44.1%. RXN SMILES: [Cl:1][C:2]1[CH:7]=[C:6]([Cl:8])[C:5](I)=[CH:4][C:3]=1[O:10][CH3:11].[CH:12]([O-])=[O:13].[Na+].Cl>CN(C)C=O>[Cl:8][C:6]1[CH:7]=[C:2]([Cl:1])[C:3]([O:10][CH3:11])=[CH:4][C:5]=1[CH:12]=[O:13] |f:1.2|. Reported procedure: A mixture of 22.6 g of 2,4-dichloro-5-iodo-1-methoxybenzene, 7.61 g of sodium formate, 1.05 g of dichlorobis(triphenylphosphine) palladium, and 60 ml of N,N-dimethylformamide was stirred, while bubbling carbon monoxide at 90° to 100° C. over 12 hours. After completion of the reaction, the reaction mixture was returned to room temperature, followed by dilution with diluted hydrochloride, and the mixture was extracted with ethyl acetate. The organic layer was washed with saturated sodium chloride ... Reactants: CS(=O)(=O)C1=NC(=C(C(=N1)S(=O)(=O)C)C1=CC=C(C=C1)Cl)C1=C(C=C(C=C1)Cl)Cl (2,4-Bis-(methylsulfonyl)-5-(4-chlorophenyl)-6-(2,4-dichlorophenyl)pyrimidine), OC1=CC=NC=C1 (4-hydroxy-pyridine), CS(=O)(=O)C1=NC(=C(C(=N1)S(=O)(=O)C)C1=CC=C(C=C1)Cl)C1=C(C=C(C=C1)Cl)Cl (2,4-bis(methylsulfonyl)-5-[4-chlorophenyl]-6-[2,4dichlorophenyl]pyrimidine), [H-].[Na+] (sodium hydride). Yields the product N1=CC=C(C=C1)OC1=NC(=C(C(=N1)OC1=CC=NC=C1)C1=CC=C(C=C1)Cl)C1=C(C=C(C=C1)Cl)Cl (2,4-Bis-(4-pyridyloxy)-5-(4-chlorophenyl)-6-(2,4-dichlorophenyl)pyrimidine). RXN SMILES: CS([C:5]1[N:10]=[C:9](S(C)(=O)=O)[C:8]([C:15]2[CH:20]=[CH:19][C:18]([Cl:21])=[CH:17][CH:16]=2)=[C:7]([C:22]2[CH:27]=[CH:26][C:25]([Cl:28])=[CH:24][C:23]=2[Cl:29])[N:6]=1)(=O)=O.[H-].[Na+].[OH:32][C:33]1[CH:38]=[CH:37][N:36]=[CH:35][CH:34]=1>>[N:36]1[CH:37]=[CH:38][C:33]([O:32][C:5]2[N:10]=[C:9]([O:32][C:33]3[CH:38]=[CH:37][N:36]=[CH:35][CH:34]=3)[C:8]([C:15]3[CH:20]=[CH:19][C:18]([Cl:21])=[CH:17][CH:16]=3)=[C:7]([C:22]3[CH:27]=[CH:26][C:25]([Cl:28])=[CH:24][C:23]=3[Cl:29])[N:6]=2)=[CH:34][CH:35]=1 |f:1.2|. Procedure details: 2,4-Bis-(methylsulfonyl)-5-(4-chlorophenyl)-6-(2,4-dichlorophenyl)pyrimidine from Reference Example 5 (500 mg, 1.02 mmol) was reacted with 1.1 equivalents each of sodium hydride (60% in oil, 45 mg, 1.12 mmol) and 4-hydroxy-pyridine (106.4 mg, 1.12 mmol) by the general procedure described in Example 16 to afford the title compound: 1H-NMR 400 MHz (CDCl3): δ 6.38 (d, J=8 Hz, 2H), 7.17-7.21 (m, 4H), 7.25-7.31 (m, 4H), 7.42 (d, J=2 Hz, 1H), 8.53 (d, J=8 Hz, 2H), 8.75 (d, J=5 Hz, 2H). Reactants: C(C)(=O)OC(C)=O (Acetic anhydride), O[C@H](CCCC(C(=O)OC(C)(C)C)(C(=O)OC(C)(C)C)CCCCCCC(=O)OCC)CCCCC (Di-tert.-butyl 2-[4-(S)-hydroxynonyl]-2-(6-ethoxycarbonylhexyl)malonate), O (water). Run in CCOCC (ether), N1=CC=CC=C1 (pyridine). Conditions: temperature 60 celsius. Product: C(C)(C)(C)OC(C(C(=O)OC(C)(C)C)(CCCCCCC(=O)OCC)CCC[C@H](CCCCC)OC(C)=O)=O (Di-tert.-butyl-2[4-(S)-acetoxynonyl]-2-(6-ethoxycarbonylhexyl)malonate). As a reaction SMILES: [OH:1][C@@H:2]([CH2:32][CH2:33][CH2:34][CH2:35][CH3:36])[CH2:3][CH2:4][CH2:5][C:6]([CH2:21][CH2:22][CH2:23][CH2:24][CH2:25][CH2:26][C:27]([O:29][CH2:30][CH3:31])=[O:28])([C:14]([O:16][C:17]([CH3:20])([CH3:19])[CH3:18])=[O:15])[C:7]([O:9][C:10]([CH3:13])([CH3:12])[CH3:11])=[O:8].[C:37](OC(=O)C)(=[O:39])[CH3:38].O>N1C=CC=CC=1.CCOCC>[C:10]([O:9][C:7](=[O:8])[C:6]([CH2:5][CH2:4][CH2:3][C@@H:2]([O:1][C:37](=[O:39])[CH3:38])[CH2:32][CH2:33][CH2:34][CH2:35][CH3:36])([CH2:21][CH2:22][CH2:23][CH2:24][CH2:25][CH2:26][C:27]([O:29][CH2:30][CH3:31])=[O:28])[C:14]([O:16][C:17]([CH3:20])([CH3:19])[CH3:18])=[O:15])([CH3:12])([CH3:13])[CH3:11]. Reported procedure: Di-tert.-butyl 2-[4-(S)-hydroxynonyl]-2-(6-ethoxycarbonylhexyl)malonate (39.0 g., 0.076 mole) is dissolved in pyridine (50 ml.). Acetic anhydride (8.2 g., 0.08 mole) is added dropwise during 15 minutes and the mixture is stirred and heated at 60° C. for 3 hours. The mixture is then cooled and treated with 300 ml. water. The oily product is taken up in ether, washed with 5% hydrochloric acid, two portions of water and brine, and dried over sodium sulfate. Distillation of the ether in vacuo leaves... As a reaction SMILES: [CH3:1][O:2][C:3]([NH:5][C@H:6]([C:11]([OH:13])=O)[C@H:7]([CH2:9][CH3:10])[CH3:8])=[O:4].[CH2:14](Cl)[CH2:15]Cl.C1C=CC2N(O)N=NC=2C=1.[CH3:28][C:29]([N:37]1[N:41]=[N:40][C:39]([C:42]2[CH:47]=[CH:46][C:45]([CH2:48][N:49]([NH:62][C:63]([O:65][C:66](C)(C)[CH3:67])=[O:64])[CH2:50][C@H:51]([OH:61])[C@@H:52]([NH2:60])[CH2:53][C:54]3[CH:59]=[CH:58][CH:57]=[CH:56][CH:55]=3)=[CH:44][CH:43]=2)=[N:38]1)([C:31]1[CH:36]=[CH:35][CH:34]=[CH:33][CH:32]=1)[CH3:30]>CN(C=O)C>[CH3:30][C:29]([N:37]1[N:41]=[N:40][C:39]([C:42]2[CH:47]=[CH:46][C:45]([CH2:48][N:49]([NH:62][C:63]([O:65][CH2:66][CH2:67][CH2:14][CH3:15])=[O:64])[CH2:50][C@H:51]([OH:61])[C@@H:52]([NH:60][C:11](=[O:13])[C@H:6]([C@H:7]([CH2:9][CH3:10])[CH3:8])[NH:5][C:3]([O:2][CH3:1])=[O:4])[CH2:53][C:54]3[CH:55]=[CH:56][CH:57]=[CH:58][CH:59]=3)=[CH:44][CH:43]=2)=[N:38]1)([C:31]1[CH:36]=[CH:35][CH:34]=[CH:33][CH:32]=1)[CH3:28]. Solvent: CN(C)C=O (DMF), CN(C)C=O (DMF). The product is CC(C)(C1=CC=CC=C1)N1N=C(N=N1)C1=CC=C(C=C1)CN(C[C@@H]([C@H](CC1=CC=CC=C1)NC([C@@H](NC(=O)OC)[C@@H](C)CC)=O)O)NC(=O)OCCCC (1-{4-[2-(1-Methyl-1-phenyl-ethyl)-2H-tetrazol-5-yl]-phenyl}-4(S)-hydroxy-2-(butoxycarbonyl)amino-5(S)-N-(N-methoxycarbonyl-(L)-iso-leucyl)amino-6-phenyl-2-azahexane). Conditions: time 15 minute. Reactants: COC(=O)N[C@@H]([C@@H](C)CC)C(=O)O (N-methoxycarbonyl-(L)-iso-leucine), C(CCl)Cl (EDC), C=1C=CC2=C(C1)N=NN2O (HOBT), TEA, CC(C)(C1=CC=CC=C1)N1N=C(N=N1)C1=CC=C(C=C1)CN(C[C@@H]([C@H](CC1=CC=CC=C1)N)O)NC(=O)OC(C)(C)C (1-{4-[2-(1-methyl-1-phenyl-ethyl)-2H-tetrazol-5-yl]-phenyl}-4(S)-hydroxy-2-(tert-butoxycarbonyl)amino-5(S)-amino-6-phenyl-2-azahexane). Procedure details: With the exclusion of air, 270 mg (1.43 mmol) of N-methoxycarbonyl-(L)-iso-leucine, 513 mg (2.67 mmol) to EDC and 241 mg (1.78 mmol) of HOBT are dissolved in 7.8 ml of DMF. After stirring for 15 min, 0.75 ml (5.4 mmol) of TEA and 510 mg (0.89 mmol) of 1-{4-[2-(1-methyl-1-phenyl-ethyl)-2H-tetrazol-5-yl]-phenyl}-4(S)-hydroxy-2-(tert-butoxycarbonyl)amino-5(S)-amino-6-phenyl-2-azahexane (Example 25f) in 3.7 ml of DMF are added. After 20 hours, the mixture is worked up analogously to Example 25g to y... Starting materials: C(C)N(C1=NC(=CC(=N1)C1=NC(=NO1)C1=CC(=C(C(=C1)C)O)CC)C)CC (4-[5-(2-Diethylamino-6-methyl-pyrimidin-4-yl)-[1,2,4]oxadiazol-3-yl]-2-ethyl-6-methyl-phenol), C(=O)([O-])[O-].[K+].[K+] (K2CO3), COC(C(C(=O)OC)Cl)=O (dimethylchloromalonate), [BH4-].[Na+] (NaBH4). Solvent: C(C)#N (acetonitrile), O (water), CCOC(=O)C (EtOAc). Conditions: temperature 65 celsius, time 3 hour. Product: C(C)N(C1=NC(=CC(=N1)C1=NC(=NO1)C1=CC(=C(OC(CO)CO)C(=C1)C)CC)C)CC (2-{4-[5-(2-Diethylamino-6-methyl-pyrimidin-4-yl)-[1,2,4]oxadiazol-3-yl]-2-ethyl-6-methyl-phenoxy}-propane-1,3-diol). RXN SMILES: [CH2:1]([N:3]([CH2:26][CH3:27])[C:4]1[N:9]=[C:8]([C:10]2[O:14][N:13]=[C:12]([C:15]3[CH:20]=[C:19]([CH3:21])[C:18]([OH:22])=[C:17]([CH2:23][CH3:24])[CH:16]=3)[N:11]=2)[CH:7]=[C:6]([CH3:25])[N:5]=1)[CH3:2].C([O-])([O-])=O.[K+].[K+].C[O:35][C:36](=O)[CH:37](Cl)[C:38](OC)=[O:39].[BH4-].[Na+]>C(#N)C.CCOC(C)=O.O>[CH2:26]([N:3]([CH2:1][CH3:2])[C:4]1[N:9]=[C:8]([C:10]2[O:14][N:13]=[C:12]([C:15]3[CH:20]=[C:19]([CH3:21])[C:18]([O:22][CH:37]([CH2:38][OH:39])[CH2:36][OH:35])=[C:17]([CH2:23][CH3:24])[CH:16]=3)[N:11]=2)[CH:7]=[C:6]([CH3:25])[N:5]=1)[CH3:27] |f:1.2.3,5.6|. Procedure: To a solution of Intermediate 11 (150 mg, 0.41 mmol) in acetonitrile (10 mL) are added K2CO3 (80 mg, 0.61 mmol) and dimethylchloromalonate (82 mg, 0.49 mmol). The reaction mixture is stirred at 65° C. for 3 h, and is then diluted with EtOAc, washed with water, dried over MgSO4, filtered and evaporated. The residue is purified by prep. TLC (eluting with Heptane/EA 4:1) and is then dissolved in ethanol (10 mL). NaBH4 (60 mg, 1.59 mmol) is added and the reaction mixture is stirred at rt for 3 h. Af... Starting materials: CC(=O)OC1CC2=CC=C3C4CCC(C(C)=O)C4(C)CCC3C2(C)C(OC(C)=O)C1, CC[SiH](CC)CC, ClCCl, CC(C)(O)CCCS. Product: CC(=O)OC1CC2=CC=C3C4CCC(C(C)SCCCC(C)(C)O)C4(C)CCC3C2(C)C(OC(C)=O)C1. As a reaction SMILES: [C:1]([CH3:2])(=[O:3])[O:4][CH:5]1[CH2:6][CH:7]([O:27][C:28]([CH3:29])=[O:30])[CH2:8][C:9]2=[CH:10][CH:11]=[C:12]3[CH:13]4[CH2:14][CH2:15][CH:16]([C:17]([CH3:18])=[O:19])[C:20]4([CH3:26])[CH2:21][CH2:22][CH:23]3[C:24]12[CH3:25].[CH2:39]([SiH:40]([CH2:41][CH3:42])[CH2:43][CH3:44])[CH3:45].[Cl:46][CH2:47][Cl:48].[OH:31][C:32]([CH2:33][CH2:34][CH2:35][SH:36])([CH3:37])[CH3:38]>>[C:1]([CH3:2])(=[O:3])[O:4][CH:5]1[CH2:6][CH:7]([O:27][C:28]([CH3:29])=[O:30])[CH2:8][C:9]2=[CH:10][CH:11]=[C:12]3[CH:13]4[CH2:14][CH2:15][CH:16]([CH:17]([CH3:18])[S:36][CH2:35][CH2:34][CH2:33][C:32]([OH:31])([CH3:37])[CH3:38])[C:20]4([CH3:26])[CH2:21][CH2:22][CH:23]3[C:24]12[CH3:25].